From a dataset of the Open Reaction Database (ORD), a public repository of structured organic reaction records. describe an organic reaction: reactants, conditions, products, and yield Yield: 60.5%. Reactants: C(CCC)(=O)C=1C=NC2=C(C=CC=C2C1Cl)C (3-Butyryl-4-chloro-8-methylquinoline), ClC1=C(N)C=CC(=C1)Cl (2,4-dichloroaniline). RXN SMILES: [C:1]([C:6]1[CH:7]=[N:8][C:9]2[C:14]([C:15]=1Cl)=[CH:13][CH:12]=[CH:11][C:10]=2[CH3:17])(=[O:5])[CH2:2][CH2:3][CH3:4].[Cl:18][C:19]1[CH:25]=[C:24]([Cl:26])[CH:23]=[CH:22][C:20]=1[NH2:21]>O1CCOCC1>[C:1]([C:6]1[CH:7]=[N:8][C:9]2[C:14]([C:15]=1[NH:21][C:20]1[CH:22]=[CH:23][C:24]([Cl:26])=[CH:25][C:19]=1[Cl:18])=[CH:13][CH:12]=[CH:11][C:10]=2[CH3:17])(=[O:5])[CH2:2][CH2:3][CH3:4]. The product is C(CCC)(=O)C=1C=NC2=C(C=CC=C2C1NC1=C(C=C(C=C1)Cl)Cl)C (3-butyryl-4-(2,4-dichlorophenylamino)-8-methylquinoline). Reported procedure: 3-Butyryl-4-chloro-8-methylquinoline (2.48 g, 10 mmol), 2,4-dichloroaniline (2.43 g, 15 mmol) and 1,4-dioxan (10 ml) were stirred at room temperature overnight then heated at reflux for 30 minutes. The hydrochloride salt was filtered off, converted to free base, triturated with ethanol and recrystallised from ethyl acetate to give 3-butyryl-4-(2,4-dichlorophenylamino)-8-methylquinoline (2.26 g), m.p. 169°-170°. Run in O1CCOCC1 (1,4-dioxan). Reactants: BrC1=CC(=C(C=C1C#N)N1C(C=CC2=CC(=CC=C12)S(=O)(=O)OC1=C(C(=C(C(=C1F)F)F)F)F)=O)OC (perfluorophenyl 1-(4-bromo-5-cyano-2-methoxyphenyl)-2-oxo-1,2-dihydroquinoline-6-sulfonate), O1N=C(C=C1)N (isoxazol-3-amine), C1CCOC1 (THF), C[Si](C)(C)[N-][Si](C)(C)C.[Li+] (lithium bis(trimethylsilyl)amide). Solvent: CCOC(=O)C (EtOAc). Run at time 15 minute. Yields the product BrC1=CC(=C(C=C1C#N)N1C(C=CC2=CC(=CC=C12)S(=O)(=O)NC1=NOC=C1)=O)OC (1-(4-bromo-5-cyano-2-methoxyphenyl)-N-(isoxazol-3-yl)-2-oxo-1,2-dihydroquinoline-6-sulfonamide). Yield: 67.1%. RXN SMILES: [Br:1][C:2]1[C:7]([C:8]#[N:9])=[CH:6][C:5]([N:10]2[C:19]3[C:14](=[CH:15][C:16]([S:20](OC4C(F)=C(F)C(F)=C(F)C=4F)(=[O:22])=[O:21])=[CH:17][CH:18]=3)[CH:13]=[CH:12][C:11]2=[O:35])=[C:4]([O:36][CH3:37])[CH:3]=1.[O:38]1[CH:42]=[CH:41][C:40]([NH2:43])=[N:39]1.C1COCC1.C[Si]([N-][Si](C)(C)C)(C)C.[Li+]>CCOC(C)=O>[Br:1][C:2]1[C:7]([C:8]#[N:9])=[CH:6][C:5]([N:10]2[C:19]3[C:14](=[CH:15][C:16]([S:20]([NH:43][C:40]4[CH:41]=[CH:42][O:38][N:39]=4)(=[O:21])=[O:22])=[CH:17][CH:18]=3)[CH:13]=[CH:12][C:11]2=[O:35])=[C:4]([O:36][CH3:37])[CH:3]=1 |f:3.4|. Reported procedure: A RBF was charged with perfluorophenyl 1-(4-bromo-5-cyano-2-methoxyphenyl)-2-oxo-1,2-dihydroquinoline-6-sulfonate (330.64 mg, 0.550 mmol), isoxazol-3-amine (46.7 μl, 0.632 mmol) and THF (3666 μl) to give a clear solution. The flask was cooled in an ice-water bath for 10 min, then lithium bis(trimethylsilyl)amide (1M in THF) (1155 μl, 1.155 mmol) was added dropwise. After 15 min, the mixture was diluted with EtOAc and washed with 1N aq. HCl. The aq. layer was extracted with EtOAc (2×). The combin... The reactants are CO, C=[N+]=[N-], CCOC(=O)c1c(O)c2ccccc2c2nc3ccccc3nc12. Yields the product CCOC(=O)c1c(OC)c2ccccc2c2nc3ccccc3nc12. Reaction SMILES: [CH3:28][OH:29].[N+:1](=[N-:2])=[CH2:3].[OH:4][c:5]1[c:6]2[c:7]([c:8]3[n:9][c:10]4[cH:11][cH:12][cH:13][cH:14][c:15]4[n:16][c:17]3[c:18]1[C:19](=[O:20])[O:21][CH2:22][CH3:23])[cH:24][cH:25][cH:26][cH:27]2>>[CH3:3][O:4][c:5]1[c:6]2[c:7]([c:8]3[n:9][c:10]4[cH:11][cH:12][cH:13][cH:14][c:15]4[n:16][c:17]3[c:18]1[C:19](=[O:20])[O:21][CH2:22][CH3:23])[cH:24][cH:25][cH:26][cH:27]2. The reactants are Fc1ccc(Br)c2sccc12, [C-]#N, [C-]#N, CN(C)C=O, O, [Zn+2], c1ccc(P(c2ccccc2)(c2ccccc2)[Pd](P(c2ccccc2)(c2ccccc2)c2ccccc2)(P(c2ccccc2)(c2ccccc2)c2ccccc2)P(c2ccccc2)(c2ccccc2)c2ccccc2)cc1. The product is N#Cc1ccc(F)c2ccsc12. Reaction SMILES: [Br:1][c:2]1[cH:3][cH:4][c:5]([F:11])[c:6]2[cH:7][cH:8][s:9][c:10]12.[C-:17]#[N:18].[C-:20]#[N:21].[CH3:12][N:13]([CH3:14])[CH:15]=[O:16].[OH2:99].[Zn+2:19].[cH:22]1[cH:23][cH:24][c:25]([P:26]([Pd:27]([P:28]([c:29]2[cH:30][cH:31][cH:32][cH:33][cH:34]2)([c:35]2[cH:36][cH:37][cH:38][cH:39][cH:40]2)[c:41]2[cH:42][cH:43][cH:44][cH:45][cH:46]2)([P:47]([c:48]2[cH:49][cH:50][cH:51][cH:52][cH:53]2)([c:54]2[cH:55][cH:56][cH:57][cH:58][cH:59]2)[c:60]2[cH:61][cH:62][cH:63][cH:64][cH:65]2)[P:66]([c:67]2[cH:68][cH:69][cH:70][cH:71][cH:72]2)([c:73]2[cH:74][cH:75][cH:76][cH:77][cH:78]2)[c:79]2[cH:80][cH:81][cH:82][cH:83][cH:84]2)([c:85]2[cH:86][cH:87][cH:88][cH:89][cH:90]2)[c:91]2[cH:92][cH:93][cH:94][cH:95][cH:96]2)[cH:97][cH:98]1>>[c:2]1([C:12]#[N:13])[cH:3][cH:4][c:5]([F:11])[c:6]2[cH:7][cH:8][s:9][c:10]12. The reactants are BrC1=CC=C(C=C1)C(CC#C)O (1-(p-bromophenyl)-but-3-yn-1-ol), C(C)(C)(C)[Si](Cl)(C)C (t-butyldimethylchlorosilane), N1C=NC=C1 (imidazole), N1C=NC=C1 (imidazole). The solvent is CN(C)C=O (DMF). Conditions: time 5 minute. The product is BrC1=CC=C(C=C1)C(CC#C)O[Si](C)(C)C(C)(C)C (1-(p-bromophenyl)-1-(t-butyldimethylsiloxy)-3-butyne). The yield is 31.7%. As a reaction SMILES: [Br:1][C:2]1[CH:7]=[CH:6][C:5]([CH:8]([OH:12])[CH2:9][C:10]#[CH:11])=[CH:4][CH:3]=1.N1C=CN=C1.[C:18]([Si:22]([CH3:25])([CH3:24])Cl)([CH3:21])([CH3:20])[CH3:19]>CN(C=O)C>[Br:1][C:2]1[CH:3]=[CH:4][C:5]([CH:8]([O:12][Si:22]([C:18]([CH3:21])([CH3:20])[CH3:19])([CH3:25])[CH3:24])[CH2:9][C:10]#[CH:11])=[CH:6][CH:7]=1. Reported procedure: A solution containing 19 g (84.5 mmol) of the semi-purified reaction product of Example 1 dissolved in 50 ml of DMF was cooled to 0° C. (ice bath) and 12.9 g (190 mmol) of imidazole was added in one portion. The reaction mixture was stirred 10 minutes until all the imidazole dissolved and then was added in one portion 14.3 g (95 mmol) of t-butyldimethylchlorosilane. After stirring for 5 minutes, the ice bath was removed and the reaction mixture was stirred for an additional 2 hr. at R.T. The rea... Starting materials: COC=1C=C2C(=CC=NC2=CC1OC)OC1=CC(=C(N)C=C1C)C (4-[(6,7-Dimethoxy-4-quinolyl)oxy]-2,5-dimethylaniline), ClC(Cl)(OC(OC(Cl)(Cl)Cl)=O)Cl (triphosgene), C([O-])(O)=O.[Na+] (sodium bicarbonate), C(C)N(CCCO)CC (3-(diethylamino)-1-propanol). RXN SMILES: [CH3:1][O:2][C:3]1[CH:4]=[C:5]2[C:10](=[CH:11][C:12]=1[O:13][CH3:14])[N:9]=[CH:8][CH:7]=[C:6]2[O:15][C:16]1[C:22]([CH3:23])=[CH:21][C:19]([NH2:20])=[C:18]([CH3:24])[CH:17]=1.Cl[C:26](Cl)([O:28][C:29](=[O:35])OC(Cl)(Cl)Cl)Cl.[CH2:37]([N:39]([CH2:44][CH3:45])[CH2:40][CH2:41]CO)[CH3:38].C(=O)(O)[O-].[Na+]>C(Cl)Cl.C(N(CC)CC)C.C1(C)C=CC=CC=1>[CH3:1][O:2][C:3]1[CH:4]=[C:5]2[C:10](=[CH:11][C:12]=1[O:13][CH3:14])[N:9]=[CH:8][CH:7]=[C:6]2[O:15][C:16]1[C:22]([CH3:23])=[CH:21][C:19]([NH:20][C:29](=[O:35])[O:28][CH2:26][CH2:38][CH2:37][N:39]([CH2:44][CH3:45])[CH2:40][CH3:41])=[C:18]([CH3:24])[CH:17]=1 |f:3.4|. The yield is 67.4%. Reported procedure: 4-[(6,7-Dimethoxy-4-quinolyl)oxy]-2,5-dimethylaniline (50 mg) was added to toluene (5 ml), and triethylamine (0.5 ml), and the mixture was heated under reflux to prepare a solution. A solution of triphosgene (68 mg) in methylene chloride was then added thereto, and the mixture was heated under reflux for 10 min. Next, 3-(diethylamino)-1-propanol (30 mg) was added thereto, and the mixture was further stirred with heating under reflux for 3 hr. A saturated aqueous sodium bicarbonate solution was a... Yields the product COC=1C=C2C(=CC=NC2=CC1OC)OC1=CC(=C(C=C1C)NC(OCCCN(CC)CC)=O)C (3-(Diethylamino)propyl N-{4-[(6,7-dimethoxy-4-quinolyl)oxy]-2,5-dimethylphenyl}carbamate). The solvent is C(C)N(CC)CC (triethylamine), C1(=CC=CC=C1)C (toluene), C(Cl)Cl (methylene chloride).